From a dataset of the Open Reaction Database (ORD), a public repository of structured organic reaction records. describe an organic reaction: reactants, conditions, products, and yield The reactants are COc1ccc(N=C=O)cc1, CCCCN(CCCC)CCCC, CC(=O)[O-], CO, [NH4+], CN(C)C=O, O. Product: COc1ccc(NC(N)=O)cc1. RXN SMILES: [CH3:14][O:15][c:16]1[cH:17][cH:18][c:19]([N:22]=[C:23]=[O:24])[cH:20][cH:21]1.[CH3:1][CH2:2][CH2:3][CH2:4][N:5]([CH2:6][CH2:7][CH2:8][CH3:9])[CH2:10][CH2:11][CH2:12][CH3:13].[CH3:26][C:27](=[O:28])[O-:29].[CH3:31][OH:32].[NH4+:25].[O:33]=[CH:34][N:35]([CH3:36])[CH3:37].[OH2:30]>>[NH2:5][C:23]([NH:22][c:19]1[cH:18][cH:17][c:16]([O:15][CH3:14])[cH:21][cH:20]1)=[O:24]. The reactants are CC1(C)Oc2cc([N+](=O)[O-])c(NC(=O)c3ccccc3)cc2C(O)C1Br, C1COCCO1, [Na+], [OH-], O. The product is CC1(C)Oc2cc([N+](=O)[O-])c(NC(=O)c3ccccc3)cc2C2OC21. Reaction SMILES: [C:7]([c:8]1[cH:9][cH:10][cH:11][cH:12][cH:13]1)(=[O:14])[NH:15][c:16]1[c:17]([N+:30](=[O:31])[O-:32])[cH:18][c:19]2[c:20]([cH:29]1)[CH:21]([OH:28])[CH:22]([Br:27])[C:23]([CH3:25])([CH3:26])[O:24]2.[CH2:1]1[O:2][CH2:3][CH2:4][O:5][CH2:6]1.[Na+:34].[OH-:33].[OH2:35]>>[C:7]([c:8]1[cH:9][cH:10][cH:11][cH:12][cH:13]1)(=[O:14])[NH:15][c:16]1[c:17]([N+:30](=[O:31])[O-:32])[cH:18][c:19]2[c:20]([cH:29]1)[CH:21]1[CH:22]([C:23]([CH3:25])([CH3:26])[O:24]2)[O:28]1. The reactants are [Si](C)(C)(C(C)(C)C)O[C@@H]1C=C2C=C[C@@H]([C@@H]([C@H]2[C@H](C1)OC(C(CC)OC1=CC(=C(C=C1)C)C)=O)CC[C@@H]1C[C@H](CC(O1)=O)O[Si](C)(C)C(C)(C)C)C ((4R,6R)-6-([1S,2S,6S,8S,8aR]-2-{1,2,6,7,8,8a-Hexahydro-6-t-butyldimethylsilyloxy-8-[(2RS)-2-(3,4-dimethylphenoxy)butyryloxy]-2-methyl-1-naphthyl}ethyl)tetrahydro-4-t-butyldimethylsilyloxy-2H-pyran -2-one), solution, [F-].C(CCC)[N+](CCCC)(CCCC)CCCC (tetrabutylammonium fluoride). RXN SMILES: [Si]([O:8][C@H:9]1[CH2:18][C@H:17]([O:19][C:20](=[O:33])[CH:21]([O:24][C:25]2[CH:30]=[CH:29][C:28]([CH3:31])=[C:27]([CH3:32])[CH:26]=2)[CH2:22][CH3:23])[C@H:16]2[C:11]([CH:12]=[CH:13][C@H:14]([CH3:51])[C@@H:15]2[CH2:34][CH2:35][C@H:36]2[O:41][C:40](=[O:42])[CH2:39][C@H:38]([O:43][Si](C(C)(C)C)(C)C)[CH2:37]2)=[CH:10]1)(C(C)(C)C)(C)C.[F-].C([N+](CCCC)(CCCC)CCCC)CCC>O1CCCC1>[OH:8][C@H:9]1[CH2:18][C@H:17]([O:19][C:20](=[O:33])[CH:21]([O:24][C:25]2[CH:30]=[CH:29][C:28]([CH3:31])=[C:27]([CH3:32])[CH:26]=2)[CH2:22][CH3:23])[C@H:16]2[C:11]([CH:12]=[CH:13][C@H:14]([CH3:51])[C@@H:15]2[CH2:34][CH2:35][C@H:36]2[O:41][C:40](=[O:42])[CH2:39][C@H:38]([OH:43])[CH2:37]2)=[CH:10]1 |f:1.2|. The yield is 40.0%. Procedure: A procedure similar to that described in Example 2, above, was followed, but using 0.94 g of (4R,6R)-6-([1S,2S,6S,8S,8aR]-2-{1,2,6,7,8,8a-hexahydro-6-t-butyldimethylsilyloxy-8-[(2RS)-2-(3,4-dimethylphenoxy)butyryloxy]-2-methyl-1-naphthyl}ethyl)tetrahydro-4-t-butyldimethylsilyloxy-2H-pyran-2-one [prepared as described in Example 40, above] and 31.0 ml of a 1.0 molar solution of tetrabutylammonium fluoride in tetrahydrofuran, to give 0.26 g of the title compound as white crystals, melting at betwe... Yields the product O[C@@H]1C=C2C=C[C@@H]([C@@H]([C@H]2[C@H](C1)OC(C(CC)OC1=CC(=C(C=C1)C)C)=O)CC[C@@H]1C[C@H](CC(O1)=O)O)C ((4R,6R)-6-([1S,2S,6S,8S,8aR]-2-{1,2,6,7,8,8a-Hexahydro-6-hydroxy-8-[(2RS)-2-(3,4-dimethylphenoxy)butyryloxy]-2-methyl-1-naphthyl}ethyl)tetrahydro-4-hydroxy-2 H-pyran-2-one). Run in O1CCCC1 (tetrahydrofuran). Reactants: C(C)(C)(C)OC(N(CCC1=CC=CC=C1)CC1=CC=C(C=C1)OC1=NC=C(C=C1)C(NCC)=O)=O ([4-(5-Ethylcarbamoyl-pyridin-2-yloxy)-benzyl]-phenethyl-carbamic acid tert-butyl ester), C(=O)(C(F)(F)F)O (TFA). The solvent is C(Cl)Cl (CH2Cl2). Reaction conditions: time 24 hour. Yields the product CNC(C1=CN=C(C=C1)OC1=CC=C(C=C1)CNCCC1=CC=CC=C1)=O (N-Methyl-6-[4-(phenethylamino-methyl)-phenoxy]-nicotinamide). Yield: 95.0%. Reaction SMILES: C(OC(=O)[N:7]([CH2:16][C:17]1[CH:22]=[CH:21][C:20]([O:23][C:24]2[CH:29]=[CH:28][C:27]([C:30](=[O:34])[NH:31][CH2:32]C)=[CH:26][N:25]=2)=[CH:19][CH:18]=1)[CH2:8][CH2:9][C:10]1[CH:15]=[CH:14][CH:13]=[CH:12][CH:11]=1)(C)(C)C.C(O)(C(F)(F)F)=O>C(Cl)Cl>[CH3:32][NH:31][C:30](=[O:34])[C:27]1[CH:28]=[CH:29][C:24]([O:23][C:20]2[CH:21]=[CH:22][C:17]([CH2:16][NH:7][CH2:8][CH2:9][C:10]3[CH:15]=[CH:14][CH:13]=[CH:12][CH:11]=3)=[CH:18][CH:19]=2)=[N:25][CH:26]=1. Procedure: Combine [4-(5-Ethylcarbamoyl-pyridin-2-yloxy)-benzyl]-phenethyl-carbamic acid tert-butyl ester (55.4 mg, 0.12 mmol), CH2Cl2 (4 mL), and TFA 99% (0.8 mL) in a 7 mL reaction vial. After reaction shakes on shaker at room temperature for 24 hours, concentrate under reduced pressure. Add the reaction mixture to a 2 g SCX column, wash with MeOH, and elute with 1N NH3 MeOH. Concentrate sample to afford 41.2 mg (95% yield) of the title compound: 1H NMR (500 MHz, CDCl3); 1.5 (1H, br m), 2.7-3.0 (7H, m), ... Starting materials: C(CC(=O)OCC)(=O)OCC (diethyl malonate), [H-].[Na+] (sodium hydride), FC1=CC=C(CN2C(OC(C3=C2C=CC(=C3)C)=O)=O)C=C1 (4-Fluorobenzyl-6-methyl-1H-benzo[d][1.3]oxazine-2,4-dione), ice water, [H][H] (hydrogen), Cl (HCl). The solvent is CC(=O)N(C)C (dimethylacetamide), CC(=O)N(C)C (dimethylacetamide). Run at temperature 90 celsius. The product is C(C)OC(=O)C=1C(N(C2=CC=C(C=C2C1O)C)CC1=CC=C(C=C1)F)=O (4-Fluoro-benzyl-4-hydroxy-6-methyl-2-oxo-1,2-dihydro-quinoline-3-carboxylic acid ethyl ester). Yield: 71.8%. Reaction SMILES: [C:1]([O:9]CC)(=O)[CH2:2][C:3]([O:5][CH2:6][CH3:7])=[O:4].[H-].[Na+].[H][H].[F:16][C:17]1[CH:36]=[CH:35][C:20]([CH2:21][N:22]2[C:27]3[CH:28]=[CH:29][C:30]([CH3:32])=[CH:31][C:26]=3[C:25](=O)[O:24]C2=O)=[CH:19][CH:18]=1.Cl>CC(N(C)C)=O>[CH2:6]([O:5][C:3]([C:2]1[C:1](=[O:9])[N:22]([CH2:21][C:20]2[CH:35]=[CH:36][C:17]([F:16])=[CH:18][CH:19]=2)[C:27]2[C:26]([C:25]=1[OH:24])=[CH:31][C:30]([CH3:32])=[CH:29][CH:28]=2)=[O:4])[CH3:7] |f:1.2|. Procedure: Neat diethyl malonate (3.04 mL, 20 mmol) was added slowly to a suspension of sodium hydride (60% in mineral oil, 0.88 g, 22 mmol) in dimethylacetamide under N2 atmosphere. The mixture was stirred at room temperature until the evolution of hydrogen gas ceased, then the mixture was heated to 90° C. for 30 min and cooled to room temperature. A solution of Compound 13 (6.3 g, 22 mmol) in dimethylacetamide was added slowly and the mixture heated overnight at 110° C. The mixture was cooled to room tem... The reactants are Cl, CN(C(=O)N(C)C1CN(C(=O)C2CCNCC2)CC1c1ccc(F)cc1)c1cc(C(F)(F)F)cc(C(F)(F)F)c1, O=S(=O)(Cl)CC(F)(F)F. Product: CN(C(=O)N(C)C1CN(C(=O)C2CCN(S(=O)(=O)CC(F)(F)F)CC2)CC1c1ccc(F)cc1)c1cc(C(F)(F)F)cc(C(F)(F)F)c1. RXN SMILES: [ClH:1].[F:2][C:3]([c:4]1[cH:5][c:6]([N:14]([C:15](=[O:16])[N:17]([CH3:18])[CH:19]2[CH2:20][N:21]([C:31](=[O:32])[CH:33]3[CH2:34][CH2:35][NH:36][CH2:37][CH2:38]3)[CH2:22][CH:23]2[c:24]2[cH:25][cH:26][c:27]([F:30])[cH:28][cH:29]2)[CH3:39])[cH:7][c:8]([C:10]([F:11])([F:12])[F:13])[cH:9]1)([F:40])[F:41].[F:42][C:43]([CH2:44][S:45](=[O:46])(=[O:47])[Cl:48])([F:49])[F:50]>>[F:2][C:3]([c:4]1[cH:5][c:6]([N:14]([C:15](=[O:16])[N:17]([CH3:18])[CH:19]2[CH2:20][N:21]([C:31](=[O:32])[CH:33]3[CH2:34][CH2:35][N:36]([S:45]([CH2:44][C:43]([F:42])([F:49])[F:50])(=[O:46])=[O:47])[CH2:37][CH2:38]3)[CH2:22][CH:23]2[c:24]2[cH:25][cH:26][c:27]([F:30])[cH:28][cH:29]2)[CH3:39])[cH:7][c:8]([C:10]([F:11])([F:12])[F:13])[cH:9]1)([F:40])[F:41]. Reactants: CCCCCCCCn1ccc2c(C)c(CC(=O)OCC)c(C)c(NC(=O)C(C)(C)C)c21, CCO, [Na+], [OH-], O, c1ccc2[nH]ccc2c1. Yields the product CCCCCCCCn1ccc2c(C)c(CC(=O)O)c(C)c(NC(=O)C(C)(C)C)c21. RXN SMILES: [CH2:10]([CH2:11][CH2:12][CH2:13][CH2:14][CH2:15][CH2:16][CH3:17])[n:18]1[cH:19][cH:20][c:21]2[c:22]([CH3:41])[c:23]([CH2:35][C:36](=[O:37])[O:38][CH2:39][CH3:40])[c:24]([CH3:34])[c:25]([NH:27][C:28]([C:29]([CH3:30])([CH3:31])[CH3:32])=[O:33])[c:26]12.[CH3:44][CH2:45][OH:46].[Na+:43].[OH-:42].[OH2:47].[nH:1]1[c:2]2[c:3]([cH:4][cH:5][cH:6][cH:7]2)[cH:8][cH:9]1>>[CH2:10]([CH2:11][CH2:12][CH2:13][CH2:14][CH2:15][CH2:16][CH3:17])[n:18]1[cH:19][cH:20][c:21]2[c:22]([CH3:41])[c:23]([CH2:35][C:36](=[O:37])[OH:38])[c:24]([CH3:34])[c:25]([NH:27][C:28]([C:29]([CH3:30])([CH3:31])[CH3:32])=[O:33])[c:26]12. Starting materials: Cc1occc1C(=O)Cl, c1ccc(CCCN2CCNCC2)cc1, c1ccccc1. Product: Cl, Cc1occc1C(=O)N1CCN(CCCc2ccccc2)CC1. Reaction SMILES: [CH3:16][c:17]1[o:18][cH:19][cH:20][c:21]1[C:22](=[O:23])[Cl:24].[c:1]1([CH2:7][CH2:8][CH2:9][N:10]2[CH2:11][CH2:12][NH:13][CH2:14][CH2:15]2)[cH:2][cH:3][cH:4][cH:5][cH:6]1.[cH:25]1[cH:26][cH:27][cH:28][cH:29][cH:30]1>>[ClH:24].[c:1]1([CH2:7][CH2:8][CH2:9][N:10]2[CH2:11][CH2:12][N:13]([C:22]([c:21]3[c:17]([CH3:16])[o:18][cH:19][cH:20]3)=[O:23])[CH2:14][CH2:15]2)[cH:2][cH:3][cH:4][cH:5][cH:6]1.